This data is from the Open Reaction Database (ORD), a public repository of structured organic reaction records. The task is: describe an organic reaction: reactants, conditions, products, and yield The reactants are Cl (hydrochloric acid), C1(=CC=CC=C1)[C@@H](C)NC1=NC=NC2=CC(=C(C=C12)[N+](=O)[O-])OCCOC1OCCCC1 (4-[(R)-(1-Phenylethyl)amino]-7-[2-(tetrahydropyran-2-yloxy)ethoxy]-6-nitroquinazoline), C([O-])([O-])=O.[Na+].[Na+] (sodium carbonate). The solvent is CO (methanol). Reaction conditions: temperature 50 celsius, time 1.5 hour. Yields the product C1(=CC=CC=C1)[C@@H](C)NC1=NC=NC2=CC(=C(C=C12)[N+](=O)[O-])OCCO (4-[(R)-(1-Phenylethyl)amino]-7-(2-hydroxyethoxy)-6-nitroquinazoline). As a reaction SMILES: Cl.[C:2]1([C@H:8]([NH:10][C:11]2[C:20]3[C:15](=[CH:16][C:17]([O:24][CH2:25][CH2:26][O:27]C4CCCCO4)=[C:18]([N+:21]([O-:23])=[O:22])[CH:19]=3)[N:14]=[CH:13][N:12]=2)[CH3:9])[CH:7]=[CH:6][CH:5]=[CH:4][CH:3]=1.C(=O)([O-])[O-].[Na+].[Na+]>CO>[C:2]1([C@H:8]([NH:10][C:11]2[C:20]3[C:15](=[CH:16][C:17]([O:24][CH2:25][CH2:26][OH:27])=[C:18]([N+:21]([O-:23])=[O:22])[CH:19]=3)[N:14]=[CH:13][N:12]=2)[CH3:9])[CH:7]=[CH:6][CH:5]=[CH:4][CH:3]=1 |f:2.3.4|. Procedure: 120 ml of methanol and 2 ml of concentrated hydrochloric acid were given to 8.05 g of 4-[(R)-(1-Phenylethyl)amino]-7-[2-(tetrahydropyran-2-yloxy)ethoxy]-6-nitroquinazoline. After stirring for 1.5 hours at 50° C. the reaction mixture was neutralized with concentrated aqueous sodium carbonate solution and evaporated. The solid residue was dissolved in ethyl acetate and the obtained solution was washed with water, with concentrated aqueous sodium chloride solution, dried over magnesium sulfate solu... Starting materials: OC1=CC(=CC2=CC=CC=C12)S(=O)(=O)N1C2CSC(C1)C2 (5-(1-Hydroxy-3-naphthylsulfonyl)-2-thia-5-azabicyclo-[2.2.1]heptane), Cl.N1=CC(=CC=C1)CCl (3-picolylchloride hydrochloride), [H-].[Na+] (Sodium hydride). The solvent is CN(C)C=O (DMF). Run at temperature 90 celsius, time 15 hour. Yields the product N1=CC(=CC=C1)COC1=CC(=CC2=CC=CC=C12)S(=O)(=O)N1C2CSC(C1)C2 (5-[1-(3-Pyridinylmethoxy)-3-naphthylsulfonyl]-2-thia-5-azabicyclo[2.2.1]-heptane). The yield is 58.0%. Reaction SMILES: [OH:1][C:2]1[C:11]2[C:6](=[CH:7][CH:8]=[CH:9][CH:10]=2)[CH:5]=[C:4]([S:12]([N:15]2[CH2:20][CH:19]3[CH2:21][CH:16]2[CH2:17][S:18]3)(=[O:14])=[O:13])[CH:3]=1.Cl.[N:23]1[CH:28]=[CH:27][CH:26]=[C:25]([CH2:29]Cl)[CH:24]=1.[H-].[Na+]>CN(C=O)C>[N:23]1[CH:28]=[CH:27][CH:26]=[C:25]([CH2:29][O:1][C:2]2[C:11]3[C:6](=[CH:7][CH:8]=[CH:9][CH:10]=3)[CH:5]=[C:4]([S:12]([N:15]3[CH2:20][CH:19]4[CH2:21][CH:16]3[CH2:17][S:18]4)(=[O:14])=[O:13])[CH:3]=2)[CH:24]=1 |f:1.2,3.4|. Reported procedure: The product from Example 62 (66 mg, 0.20 mmol), 3-picolylchloride hydrochloride (40 mg, 0.20 mmol and a crystal of KI were combined in DMF (30 ml). Sodium hydride (41 mg, 1.1 mmol, a 60% dispersion in oil) was added and the mixture was stirred at 90° C. for 15 hr. At this time the solvent was evaporated under reduced pressure and the residue was partitioned between 1N aq KOH and CHCl3. The CHCl3 phase was dried (Na2SO4) and concentrated and the residue was purified by flash chromatography using ... The reactants are C(C)(C)(C)OC(=O)N1N=CC2=C(C(=CC=C12)N)NC1=C(C=C(C=C1)I)F (5-amino-4-(2-fluoro-4-iodo-phenylamino)-indazole-1-carboxylic acid tert-butyl ester), C1(CC1)S(=O)(=O)Cl (cyclopropyl sulfonyl chloride). Solvent: N1=CC=CC=C1 (pyridine). Reaction conditions: time 1 hour. Yields the product C(C)(C)(C)OC(=O)N1N=CC2=C(C(=CC=C12)NS(=O)(=O)C1CC1)NC1=C(C=C(C=C1)I)F (5-Cyclopropanesulfonylamino-4-(2-fluoro-4-iodo-phenylamino)-indazole-1-carboxylic acid tert-butyl ester). Isolated yield 83.7%. As a reaction SMILES: [C:1]([O:5][C:6]([N:8]1[C:16]2[C:11](=[C:12]([NH:18][C:19]3[CH:24]=[CH:23][C:22]([I:25])=[CH:21][C:20]=3[F:26])[C:13]([NH2:17])=[CH:14][CH:15]=2)[CH:10]=[N:9]1)=[O:7])([CH3:4])([CH3:3])[CH3:2].[CH:27]1([S:30](Cl)(=[O:32])=[O:31])[CH2:29][CH2:28]1>N1C=CC=CC=1>[C:1]([O:5][C:6]([N:8]1[C:16]2[C:11](=[C:12]([NH:18][C:19]3[CH:24]=[CH:23][C:22]([I:25])=[CH:21][C:20]=3[F:26])[C:13]([NH:17][S:30]([CH:27]3[CH2:29][CH2:28]3)(=[O:32])=[O:31])=[CH:14][CH:15]=2)[CH:10]=[N:9]1)=[O:7])([CH3:4])([CH3:2])[CH3:3]. Procedure details: To a solution of 5-amino-4-(2-fluoro-4-iodo-phenylamino)-indazole-1-carboxylic acid tert-butyl ester (200 mg, 0.43 mmol) in pyridine (2 mL) was added cyclopropyl sulfonyl chloride (0.218 mL, 2.14 mmol) and the mixture stirred at room temperature for 1 hour. The reaction mixture was concentrated in vacuo and the residue partitioned between ethyl acetate (100 mL) and water (100 mL). The organic layer was separated, washed with brine, then dried (Na2SO4), filtered and concentrated in vacuo. The res...